From a dataset of the Open Reaction Database (ORD), a public repository of structured organic reaction records. describe an organic reaction: reactants, conditions, products, and yield Starting materials: C(C)(=O)NC1C(C2=C(C=C(C(=C2CC1)C)F)N)=O (2-acetylamino-8-amino-6-fluoro-5-methyl-1-tetralone), C(C)[C@]1(C(OCC=2C(N3CCC(C3=CC21)=O)=O)=O)O ((4S)-4-ethyl-7,8-dihydro-4-hydroxy-1H-pyrano[3,4-f]indolizine-3,6,10(4H)-trione), C1(=CC=C(C=C1)S(=O)(=O)[O-])C.[NH+]1=CC=CC=C1 (pyridinium p-toluenesulfonate). Solvent: C1(=CC=CC=C1)C (toluene). Conditions: temperature 120 celsius. Yields the product C(C)(=O)NC1CCC=2C=3C1=C1C(=NC3C=C(C2C)F)C2=CC3=C(C(N2C1)=O)COC([C@]3(O)CC)=O ((9S)-1-Acetylamino-9-ethyl-5-fluoro-2,3-dihydro-9-hydroxy-4-methyl-1H,12H-benzo[de]pyrano[3′,4′:6,7]-indolizino[1,2-b]quinoline-10,13(9H,15H)-dione). Isolated yield 59.1%. As a reaction SMILES: [C:1]([NH:4][CH:5]1[CH2:14][CH2:13][C:12]2[C:7](=[C:8]([NH2:17])[CH:9]=[C:10]([F:16])[C:11]=2[CH3:15])[C:6]1=O)(=[O:3])[CH3:2].[CH2:19]([C@:21]1([OH:37])[C:33]2[CH:32]=[C:31]3[N:27]([CH2:28][CH2:29][C:30]3=O)[C:26](=[O:35])[C:25]=2[CH2:24][O:23][C:22]1=[O:36])[CH3:20].C1(C)C=CC(S([O-])(=O)=O)=CC=1.[NH+]1C=CC=CC=1>C1(C)C=CC=CC=1>[C:1]([NH:4][CH:5]1[C:6]2=[C:29]3[CH2:28][N:27]4[C:31](=[CH:32][C:33]5[C@:21]([CH2:19][CH3:20])([OH:37])[C:22](=[O:36])[O:23][CH2:24][C:25]=5[C:26]4=[O:35])[C:30]3=[N:17][C:8]3[CH:9]=[C:10]([F:16])[C:11]([CH3:15])=[C:12]([C:7]=32)[CH2:13][CH2:14]1)(=[O:3])[CH3:2] |f:2.3|. Procedure details: To 150 mg of 2-acetylamino-8-amino-6-fluoro-5-methyl-1-tetralone and 158 mg of (4S)-4-ethyl-7,8-dihydro-4-hydroxy-1H-pyrano[3,4-f]indolizine-3,6,10(4H)-trione, 30 ml of toluene and then 150 mg of pyridinium p-toluenesulfonate were added, followed by heating at an external temperature of 120° C. under reflux for 28 hours. After completion of the reaction, the solvent was removed under reduced pressure. Acetone was added to the residue and crystals so precipitated were collected by filtration, whe... The reactants are CC1=CC=C(C=C1)S(=O)(=O)OC[C@H]1COC2=C(O1)C(=C(C=C2)[N+](=O)[O-])C=O ((2R)-(8-formyl-7-nitro-2,3-dihydro-1,4-benzodioxin-2-yl)methyl 4-methylbenzenesulfonate), [N+](=O)([O-])CCC (nitropropane), C(C)(=O)[O-].[NH4+] (ammonium acetate). The solvent is C(C)(=O)O (acetic acid). Reaction conditions: temperature 80 celsius. The product is [N+](=O)([O-])C=1C=CC2=C(OC(CO2)COS(=O)(=O)C2=CC=C(C=C2)C)C1C=C(CC)[N+](=O)[O-] (Toluene-4-sulfonic Acid 7-Nitro-8-(2-nitro-but-1-enyl)-2,3-dihydro-benzo[1,4]dioxin-2-ylmethyl Ester). RXN SMILES: [CH3:1][C:2]1[CH:7]=[CH:6][C:5]([S:8]([O:11][CH2:12][C@@H:13]2[O:18][C:17]3[C:19]([CH:26]=O)=[C:20]([N+:23]([O-:25])=[O:24])[CH:21]=[CH:22][C:16]=3[O:15][CH2:14]2)(=[O:10])=[O:9])=[CH:4][CH:3]=1.[N+:28]([CH2:31][CH2:32][CH3:33])([O-:30])=[O:29].C([O-])(=O)C.[NH4+]>C(O)(=O)C>[N+:23]([C:20]1[CH:21]=[CH:22][C:16]2[O:15][CH2:14][CH:13]([CH2:12][O:11][S:8]([C:5]3[CH:4]=[CH:3][C:2]([CH3:1])=[CH:7][CH:6]=3)(=[O:9])=[O:10])[O:18][C:17]=2[C:19]=1[CH:26]=[C:31]([N+:28]([O-:30])=[O:29])[CH2:32][CH3:33])([O-:25])=[O:24] |f:2.3|. Procedure details: To a solution of 1.0 g (2.45 mmole) of (2R)-(8-formyl-7-nitro-2,3-dihydro-1,4-benzodioxin-2-yl)methyl 4-methylbenzenesulfonate in 15 mL of acetic acid was added 0.87 mL (9.8 mmole) of nitropropane and 0.38 g (4.9 mmole) of ammonium acetate and the mixture was heated at 80° C. under nitrogen for 6 hours. After the mixture cooled, the solvent was removed in vacuum and replaced with 200 mL of ethyl acetate. The solution was washed with 200 mL of water and the aqueous wash was back-extracted with an... Reactants: CO, CO, C=CCOC(=O)C1(C)CCC(C(=O)C=Cc2ccc(OC3CCCCO3)c(OC)c2)CC1, [Cl-], Cl, [Na+]. Yields the product C=CCOC(=O)C1(C)CCC(C(=O)C=Cc2ccc(O)c(OC)c2)CC1. As a reaction SMILES: [CH3:1][OH:2].[CH3:38][OH:39].[CH3:4][O:5][c:6]1[cH:7][c:8]([CH:9]=[CH:10][C:11](=[O:12])[CH:13]2[CH2:14][CH2:15][C:16]([C:19](=[O:20])[O:21][CH2:22][CH:23]=[CH2:24])([CH3:25])[CH2:17][CH2:18]2)[cH:26][cH:27][c:28]1[O:29][CH:30]1[CH2:31][CH2:32][CH2:33][CH2:34][O:35]1.[Cl-:37].[ClH:3].[Na+:36]>>[CH3:4][O:5][c:6]1[cH:7][c:8]([CH:9]=[CH:10][C:11](=[O:12])[CH:13]2[CH2:14][CH2:15][C:16]([C:19](=[O:20])[O:21][CH2:22][CH:23]=[CH2:24])([CH3:25])[CH2:17][CH2:18]2)[cH:26][cH:27][c:28]1[OH:29]. Starting materials: ClC1=NC(=NC(=C1C#N)NCCO)NCCO (4-chloro-2,6-bis-(2-hydroxy-ethylamino)-pyrimidine-5-carbonitrile), Cl.C1(=CC=CC=C1)C=1CCNCC1 (4-phenyl-1,2,3,6-tetrahydro-pyridine hydrochloride), C(C)N(C(C)C)C(C)C (N-ethyl-diisopropylamine). The solvent is C(C)O (ethanol). Product: OCCNC1=NC(=C(C(=N1)NCCO)C#N)N1CCC(=CC1)C1=CC=CC=C1 (2,4-bis-(2-hydroxy-ethylamino)-6-(4-phenyl-3,6-dihydro-2H-pyridin-1-yl)-pyrimidine-5-carbonitrile). Reaction SMILES: Cl[C:2]1[C:7]([C:8]#[N:9])=[C:6]([NH:10][CH2:11][CH2:12][OH:13])[N:5]=[C:4]([NH:14][CH2:15][CH2:16][OH:17])[N:3]=1.Cl.[C:19]1([C:25]2[CH2:26][CH2:27][NH:28][CH2:29][CH:30]=2)[CH:24]=[CH:23][CH:22]=[CH:21][CH:20]=1.C(N(C(C)C)C(C)C)C>C(O)C>[OH:17][CH2:16][CH2:15][NH:14][C:4]1[N:5]=[C:6]([NH:10][CH2:11][CH2:12][OH:13])[C:7]([C:8]#[N:9])=[C:2]([N:28]2[CH2:27][CH:26]=[C:25]([C:19]3[CH:24]=[CH:23][CH:22]=[CH:21][CH:20]=3)[CH2:30][CH2:29]2)[N:3]=1 |f:1.2|. Procedure: In analogy to the procedure described in example 20b, 4-chloro-2,6-bis-(2-hydroxy-ethylamino)-pyrimidine-5-carbonitrile was treated with 4-phenyl-1,2,3,6-tetrahydro-pyridine hydrochloride in ethanol in the presence of N-ethyl-diisopropylamine at 80° C. to yield 2,4-bis-(2-hydroxy-ethylamino)-6-(4-phenyl-3,6-dihydro-2H-pyridin-1-yl)-pyrimidine-5-carbonitrile as an amorphous, brown solid; MS: [M+H]+=381.